From a dataset of the Open Reaction Database (ORD), a public repository of structured organic reaction records. describe an organic reaction: reactants, conditions, products, and yield Starting materials: NC(CN1[C@@H]2[C@H](C=3C=CC=C(C13)Br)CN(CC2)C(=O)OCC)=O ([4aS,9bR]-ethyl 5-(2-amino-2-oxoethyl)-6-bromo-3,4,4a,5-tetrahydro-1H-pyrido[4,3-b]indole-2(9bH)-carboxylate), cuprous iodide, C([O-])([O-])=O.[K+].[K+] (potassium carbonate), CNCCNC (N,N′-dimethylethylenediamine), cuprous iodide, CNCCNC (N,N′-dimethylethylenediamine). Run at time 66 hour. The product is O=C1NC=2C=CC=C3C2N(C1)[C@@H]1[C@H]3CN(CC1)C(=O)OCC ((6bR,10aS)-ethyl 2,3,6b,9,10,10a-hexahydro-2-oxo-1H-pyrido[3′,4′:4,5]-pyrrolo[1,2,3-de]quinoxaline-8-carboxylate). As a reaction SMILES: [NH2:1][C:2](=[O:23])[CH2:3][N:4]1[C:12]2[C:11](Br)=[CH:10][CH:9]=[CH:8][C:7]=2[C@@H:6]2[CH2:14][N:15]([C:18]([O:20][CH2:21][CH3:22])=[O:19])[CH2:16][CH2:17][C@H:5]12.C(=O)([O-])[O-].[K+].[K+].CNCCNC>>[O:23]=[C:2]1[CH2:3][N:4]2[C@H:5]3[CH2:17][CH2:16][N:15]([C:18]([O:20][CH2:21][CH3:22])=[O:19])[CH2:14][C@H:6]3[C:7]3[C:12]2=[C:11]([CH:10]=[CH:9][CH:8]=3)[NH:1]1 |f:1.2.3|. Procedure details: A suspension of [4aS,9bR]-ethyl 5-(2-amino-2-oxoethyl)-6-bromo-3,4,4a,5-tetrahydro-1H-pyrido[4,3-b]indole-2(9bH)-carboxylate (254 mg, 1.34 mmol), cuprous iodide (254 mg, 1.34 mol), potassium carbonate (3.96 g, 28.7 mmol) and N,N′-dimethylethylenediamine (0.31 mL, 2.87 mmol) in dioxiane (20 mL) is heated at reflux for 4.5 hours. Another portion of cuprous iodide (250 mg, 1.32 mmol) and N,N′-dimethylethylenediamine (0.33 mL, 3.05 mmol) is added. The resulting mixture is heated to a reflux for anot...